The task is: describe an organic reaction: reactants, conditions, products, and yield. This data is from the Open Reaction Database (ORD), a public repository of structured organic reaction records. Starting materials: [H-].[Na+] (sodium hydride), OC1=CC=C(C=C1)CCC(C)NC(C)=O (N-[3-(4-Hydroxyphenyl)-1-methylpropyl]acetamide), ClC1=NC=C(C=C1)OC1CCCC1 (2-chloro-5-cyclopentyloxypyridine), [H-].[Na+] (sodium hydride). The solvent is CN1C(CCC1)=O (N-methylpyrrolidinone). Conditions: temperature 240 celsius. The product is C1(CCCC1)OC=1C=CC(=NC1)OC1=CC=C(C=C1)CCC(C)NC(C)=O (N-{3-[4-(5-Cyclopentyloxypyridin-2-yloxy)phenyl]-1-methylpropyl}acetamide). RXN SMILES: [OH:1][C:2]1[CH:7]=[CH:6][C:5]([CH2:8][CH2:9][CH:10]([NH:12][C:13](=[O:15])[CH3:14])[CH3:11])=[CH:4][CH:3]=1.Cl[C:17]1[CH:22]=[CH:21][C:20]([O:23][CH:24]2[CH2:28][CH2:27][CH2:26][CH2:25]2)=[CH:19][N:18]=1.[H-].[Na+]>CN1CCCC1=O>[CH:24]1([O:23][C:20]2[CH:21]=[CH:22][C:17]([O:1][C:2]3[CH:3]=[CH:4][C:5]([CH2:8][CH2:9][CH:10]([NH:12][C:13](=[O:15])[CH3:14])[CH3:11])=[CH:6][CH:7]=3)=[N:18][CH:19]=2)[CH2:25][CH2:26][CH2:27][CH2:28]1 |f:2.3|. Procedure: N-[3-(4-Hydroxyphenyl)-1-methylpropyl]acetamide (104.9 mg, 0.51 mmol), 2-chloro-5-cyclopentyloxypyridine (100 mg, 0.51 mmol) and sodium hydride (50% in oil) (26 mg, 0.54 mmol) were treated at 230° C. in 5 ml of N-methylpyrrolidinone in a microwave reactor for 1 h. Addition of a further 26 mg of sodium hydride was followed by again heating at 240° C. for 1 h. The reaction mixture was concentrated, and the residue was taken up in ethyl acetate and water. The organic phase was separated off, concen...